This data is from the Open Reaction Database (ORD), a public repository of structured organic reaction records. The task is: describe an organic reaction: reactants, conditions, products, and yield Starting materials: CN1CCOCC1, CC(C)COC(=O)Cl, C1CCOC1, Cc1cn(CC(=O)N(CCNS(=O)(=O)c2nnc(-c3ccccc3)s2)CC(=O)O)c(=O)[nH]c1=O. The product is Cc1cn(CC(=O)N2CCN(S(=O)(=O)c3nnc(-c4ccccc4)s3)C(=O)C2)c(=O)[nH]c1=O. RXN SMILES: [CH3:35][N:36]1[CH2:37][CH2:38][O:39][CH2:40][CH2:41]1.[Cl:42][C:43]([O:44][CH2:45][CH:46]([CH3:47])[CH3:48])=[O:49].[O:50]1[CH2:51][CH2:52][CH2:53][CH2:54]1.[c:1]1(-[c:7]2[n:8][n:9][c:10]([S:12](=[O:13])(=[O:14])[NH:15][CH2:16][CH2:17][N:18]([CH2:19][C:20](=[O:21])[OH:22])[C:23]([CH2:24][n:25]3[c:26](=[O:27])[nH:28][c:29](=[O:30])[c:31]([CH3:32])[cH:33]3)=[O:34])[s:11]2)[cH:2][cH:3][cH:4][cH:5][cH:6]1>>[c:1]1(-[c:7]2[n:8][n:9][c:10]([S:12](=[O:13])(=[O:14])[N:15]3[CH2:16][CH2:17][N:18]([C:23]([CH2:24][n:25]4[c:26](=[O:27])[nH:28][c:29](=[O:30])[c:31]([CH3:32])[cH:33]4)=[O:34])[CH2:19][C:20]3=[O:22])[s:11]2)[cH:2][cH:3][cH:4][cH:5][cH:6]1. The reactants are ClC1=C(C=C(C=C1)[C@@H]1O[C@@H]([C@H]([C@@H]([C@H]1O)O)O)CI)CC1=CC=C(C=C1)OCC ((2S,3R,4R,5S,6S)-2-[4-chloro-3-(4-ethoxy-benzyl)-phenyl]-6-iodomethyl-tetrahydro-pyran-3,4,5-triol), C[O-].[Na+] (sodium methoxide). Solvent: O (water), CO (methanol). Reaction conditions: temperature 45 celsius, time 18 hour. Product: ClC1=C(C=C(C=C1)[C@@H]1OC([C@H]([C@@H]([C@H]1O)O)O)=C)CC1=CC=C(C=C1)OCC ((2S,3R,4R,5S)-2-[4-chloro-3-(4-ethoxy-benzyl)-phenyl]-6-methylene-tetrahydro-pyran-3,4,5-triol). Isolated yield 84.9%. As a reaction SMILES: [Cl:1][C:2]1[CH:7]=[CH:6][C:5]([C@H:8]2[C@H:13]([OH:14])[C@@H:12]([OH:15])[C@H:11]([OH:16])[C@@H:10]([CH2:17]I)[O:9]2)=[CH:4][C:3]=1[CH2:19][C:20]1[CH:25]=[CH:24][C:23]([O:26][CH2:27][CH3:28])=[CH:22][CH:21]=1.C[O-].[Na+]>CO.O>[Cl:1][C:2]1[CH:7]=[CH:6][C:5]([C@H:8]2[C@H:13]([OH:14])[C@@H:12]([OH:15])[C@H:11]([OH:16])[C:10](=[CH2:17])[O:9]2)=[CH:4][C:3]=1[CH2:19][C:20]1[CH:21]=[CH:22][C:23]([O:26][CH2:27][CH3:28])=[CH:24][CH:25]=1 |f:1.2|. Reported procedure: To a solution of (2S,3R,4R,5S,6S)-2-[4-chloro-3-(4-ethoxy-benzyl)-phenyl]-6-iodomethyl-tetrahydro-pyran-3,4,5-triol (2.5 g, 4.82 mmole) in dry methanol (20 mL), sodium methoxide (2.58 g, 48.2 mmole) was added at 0° C. and stirred at 45° C. for 18 hours. The reaction mixture was diluted with water (50 mL) and extracted with DCM (2×200 mL). The crude product was purified by silica gel column chromatography (1% methanol in DCM) to furnish 1.6 g of (2S,3R,4R,5S)-2-[4-chloro-3-(4-ethoxy-benzyl)-pheny... Reactants: [BH4-], [BH3-]C#N, [CH3], CO, ON=Cc1ccccc1Cl, [Na+]. Product: ONCc1ccccc1Cl. Reaction SMILES: [BH4-:16].[C:12]([BH3-:13])#[N:14].[CH3:11].[CH3:17][OH:18].[Cl:1][c:2]1[c:3]([CH:4]=[N:5][OH:6])[cH:7][cH:8][cH:9][cH:10]1.[Na+:15]>>[Cl:1][c:2]1[c:3]([CH2:4][NH:5][OH:6])[cH:7][cH:8][cH:9][cH:10]1.